Dataset: the Open Reaction Database (ORD), a public repository of structured organic reaction records. Task: describe an organic reaction: reactants, conditions, products, and yield Reactants: FC1=C(C=O)C(=CC=C1)F (2,6-difluorobenzaldehyde), C(C)N(C(C)C)C(C)C (N-ethyl-N-(1-methylethyl)-2-propane amine), FC(S(=O)(=O)O[Si](C)(C)C(C)(C)C)(F)F (1,1,1-trifluoro-methanesulfonic acid, (1,1-dimethylethyl)dimethylsilyl ester), C(C)(=O)C=1N=C(SC1)C1CCN(CC1)C(CN1N=C(C=C1C)C(F)(F)F)=O (1-[4-(4-acetyl-2-thiazolyl)-1-piperidinyl]-2-[5-methyl-3-(trifluoromethyl)-1H-pyrazol-1-yl)ethanone), CC1=CC(=NN1CC(=O)N1CCC(CC1)C=1SC=C(N1)C(C)=NOCCCCC1=CC=CC=C1)C(F)(F)F (2-[5-methyl-3-(trifluoromethyl)-1H-pyrazol-1-yl]-1-[4-[4-[-1-[(2-phenethylethoxy)imino]ethyl]-2-thiazolyl]-1-piperidinyl]ethanone). The solvent is ClCCl (dichloromethane), ClCCl (dichloromethane). Reaction conditions: time 15 minute. Yields the product FC1=C(C(=CC=C1)F)C(CC(=NO)C=1N=C(SC1)C1CCN(CC1)C(CN1N=C(C=C1C)C(F)(F)F)=O)O[Si](C)(C)C(C)(C)C (3-(2,6-difluorophenyl)-3-[[(1,1-dimethylethyl)dimethylsilyl]oxy]-1-[2-[1-[2-[5-methyl-3-(trifluoromethyl)-1H-pyrazol-1-yl]acetyl]-4-piperidinyl]-4-thiazolyl]-1-propanone 1-oxime). Reaction SMILES: [F:1][C:2]1[CH:9]=[CH:8][CH:7]=[C:6]([F:10])[C:3]=1[CH:4]=[O:5].C(N(C(C)C)C(C)C)C.FC(F)(F)S(O[Si:26]([C:29]([CH3:32])([CH3:31])[CH3:30])([CH3:28])[CH3:27])(=O)=O.C(C1N=C(C2CCN(C(=O)CN3C(C)=CC(C(F)(F)F)=N3)CC2)SC=1)(=O)C.[CH3:62][C:63]1[N:67]([CH2:68][C:69]([N:71]2[CH2:76][CH2:75][CH:74]([C:77]3[S:78][CH:79]=[C:80]([C:82](=[N:84][O:85]CCCCC4C=CC=CC=4)[CH3:83])[N:81]=3)[CH2:73][CH2:72]2)=[O:70])[N:66]=[C:65]([C:96]([F:99])([F:98])[F:97])[CH:64]=1>ClCCl>[F:1][C:2]1[CH:9]=[CH:8][CH:7]=[C:6]([F:10])[C:3]=1[CH:4]([O:5][Si:26]([C:29]([CH3:30])([CH3:31])[CH3:32])([CH3:27])[CH3:28])[CH2:83][C:82]([C:80]1[N:81]=[C:77]([CH:74]2[CH2:75][CH2:76][N:71]([C:69](=[O:70])[CH2:68][N:67]3[C:63]([CH3:62])=[CH:64][C:65]([C:96]([F:98])([F:99])[F:97])=[N:66]3)[CH2:72][CH2:73]2)[S:78][CH:79]=1)=[N:84][OH:85]. Reported procedure: To a solution of 2,6-difluorobenzaldehyde (0.177 g, 1.25 mmol) in dichloromethane (5 mL) was added N-ethyl-N-(1-methylethyl)-2-propane amine (0.436 ml, 2.5 mmol) and 1,1,1-trifluoro-methanesulfonic acid, (1,1-dimethylethyl)dimethylsilyl ester (0.430 mL, 1.875 mmol). The reaction was stirred for 15 minutes and a solution of 1-[4-(4-acetyl-2-thiazolyl)-1-piperidinyl]-2-[5-methyl-3-(trifluoromethyl)-1H-pyrazol-1-yl)ethanone (i. e. the product of Example 1, Step D) (0.5 g, 1.25 mmol) dissolved in di... Starting materials: C1=CC(=CC(=C1)Cl)C(=O)OO (mCPBA), C(C)C=1N(C2=C(C=NC=3C=CC=CC23)N1)CC(C(=O)OCC)(C)C (ethyl 3-(2-ethyl-1H-imidazo[4,5-c]quinolin-1-yl)-2,2-dimethylpropanoate), ClC(C(=O)N=C=O)(Cl)Cl (Trichloroacetyl isocyanate). Solvent: ClCCl (dichloromethane). Run at temperature 0 celsius, time 3 hour. Product: NC1=NC=2C=CC=CC2C2=C1N=C(N2CC(C(=O)OC)(C)C)CC (methyl 3-(4-amino-2-ethyl-1H-imidazo[4,5-c]quinolin-1-yl)-2,2-dimethylpropanoate). Isolated yield 33.4%. RXN SMILES: C1C=C(Cl)C=C(C(OO)=O)C=1.[CH2:12]([C:14]1[N:15]([CH2:27][C:28]([CH3:35])([CH3:34])[C:29]([O:31][CH2:32]C)=[O:30])[C:16]2[C:25]3[CH:24]=[CH:23][CH:22]=[CH:21][C:20]=3[N:19]=[CH:18][C:17]=2[N:26]=1)[CH3:13].ClC(Cl)(Cl)C([N:40]=C=O)=O>ClCCl>[NH2:40][C:18]1[C:17]2[N:26]=[C:14]([CH2:12][CH3:13])[N:15]([CH2:27][C:28]([CH3:35])([CH3:34])[C:29]([O:31][CH3:32])=[O:30])[C:16]=2[C:25]2[CH:24]=[CH:23][CH:22]=[CH:21][C:20]=2[N:19]=1. Procedure: mCPBA (4.8 g of 75%, 22 mmol) was added over a period of several minutes to a solution of ethyl 3-(2-ethyl-1H-imidazo[4,5-c]quinolin-1-yl)-2,2-dimethylpropanoate (3.6 g, 11 mmol) in dichloromethane (100 mL), which had been cooled to approximately 0° C. The reaction mixture was stirred cold for ten minutes and then for three hours at ambient temperature. The reaction mixture was then washed twice with a mixture of saturated aqueous sodium bicarbonate (34 mL) and 25% aqueous sodium hydroxide (1 mL... The reactants are ClCCl, OCc1cccc2[nH]ccc12. As a reaction SMILES: [Cl:12][CH2:13][Cl:14].[nH:1]1[cH:2][cH:3][c:4]2[c:5]([CH2:10][OH:11])[cH:6][cH:7][cH:8][c:9]12>>[nH:1]1[cH:2][cH:3][c:4]2[c:5]([CH:10]=[O:11])[cH:6][cH:7][cH:8][c:9]12. The product is O=Cc1cccc2[nH]ccc12. Starting materials: COC(C1=C(C=C(C=C1)CO)C(F)(F)F)=O (4-hydroxymethyl-2-trifluoromethyl-benzoic acid methyl ester). Reagents/catalysts: [O-2].[O-2].[Mn+4] (manganese dioxide). Solvent: ClCCl (dichloromethane). Reaction conditions: time 2.5 hour. Product: COC(C1=C(C=C(C=C1)C=O)C(F)(F)F)=O (4-formyl-2-trifluoromethyl-benzoic acid methyl ester). Isolated yield 84.4%. Reaction SMILES: [CH3:1][O:2][C:3](=[O:16])[C:4]1[CH:9]=[CH:8][C:7]([CH2:10][OH:11])=[CH:6][C:5]=1[C:12]([F:15])([F:14])[F:13]>ClCCl.[O-2].[O-2].[Mn+4]>[CH3:1][O:2][C:3](=[O:16])[C:4]1[CH:9]=[CH:8][C:7]([CH:10]=[O:11])=[CH:6][C:5]=1[C:12]([F:13])([F:15])[F:14] |f:2.3.4|. Reported procedure: To a solution of 4-hydroxymethyl-2-trifluoromethyl-benzoic acid methyl ester (Example I9) (7.15 g) in dichloromethane (150 ml) was added manganese dioxide (25.1 g). The reaction mixture stirred at ambient temperature for 2.5 hours. The reaction mixture was filtered over a plug of silica gel and the filtrate concentrated to give 4-formyl-2-trifluoromethyl-benzoic acid methyl ester (5.98 g), which was used without further purification. 1H-NMR (CDCl3, 400 MHz): 10.11 (s, 1H), 8.25-7.59 (m, 3H), 3.9... The reactants are CO, O=CO, O=C(NC1N=C(c2ccccc2)c2ccccc2-n2cnnc21)OCc1ccccc1. Yields the product O=CO, NC1N=C(c2ccccc2)c2ccccc2-n2cnnc21. Reaction SMILES: [CH3:35][OH:36].[CH:1](=[O:2])[OH:3].[c:4]1([C:10]2=[N:11][CH:12]([NH:24][C:25]([O:26][CH2:27][c:28]3[cH:29][cH:30][cH:31][cH:32][cH:33]3)=[O:34])[c:13]3[n:14]([cH:21][n:22][n:23]3)-[c:15]3[c:16]2[cH:17][cH:18][cH:19][cH:20]3)[cH:5][cH:6][cH:7][cH:8][cH:9]1>>[CH:1](=[O:2])[OH:3].[c:4]1([C:10]2=[N:11][CH:12]([NH2:24])[c:13]3[n:14]([cH:21][n:22][n:23]3)-[c:15]3[c:16]2[cH:17][cH:18][cH:19][cH:20]3)[cH:5][cH:6][cH:7][cH:8][cH:9]1.